From a dataset of the Open Reaction Database (ORD), a public repository of structured organic reaction records. describe an organic reaction: reactants, conditions, products, and yield The reactants are B(F)(F)F (Boron trifluoride), C(C1=CC=CC=C1)N1C(N2C(SCCC2)=C(C1=O)C1=CC=CC=C1)=O (7-benzyl-9-phenyl-3,4-dihydro-2H,6H-pyrimido[6,1-b][1,3]thiazine-6,8(7H)-dione), CO (Methanol). The solvent is C1(=CC=CC=C1)C (toluene). Conditions: time 30 minute. Yields the product C1(=CC=CC=C1)C=1C(NC(N2C1SCCC2)=O)=O (9-Phenyl-3,4-dihydro-2H,6H-pyrimido[6,1-b][1,3]thiazine-6,8(7H)-dione). The yield is 44.4%. RXN SMILES: B(F)(F)F.C([N:12]1[C:21](=[O:22])[C:20]([C:23]2[CH:28]=[CH:27][CH:26]=[CH:25][CH:24]=2)=[C:15]2[S:16][CH2:17][CH2:18][CH2:19][N:14]2[C:13]1=[O:29])C1C=CC=CC=1.CO>C1(C)C=CC=CC=1>[C:23]1([C:20]2[C:21](=[O:22])[NH:12][C:13](=[O:29])[N:14]3[CH2:19][CH2:18][CH2:17][S:16][C:15]=23)[CH:24]=[CH:25][CH:26]=[CH:27][CH:28]=1. Reported procedure: Boron trifluoride (0.68 ml) was added to a solution of 7-benzyl-9-phenyl-3,4-dihydro-2H,6H-pyrimido[6,1-b][1,3]thiazine-6,8(7H)-dione (1 g) in toluene (40 ml) and was refluxed for 14 hours. Methanol (7 ml) was added to the reaction solution and the mixture was stirred for 30 minutes. The resulting solution was concentrated to dryness, and the residue was dissolved in methylene chloride and ethyl ether. The insoluble material was obtained by filtration and the product was washed by aqueous methan... The reactants are C(C)NC1=NC(=NC(=C1)C)SC (N-ethyl-6-methyl-2-(methylthio)pyrimidin-4-amine), ICl (iodine monochloride). The solvent is CO (methanol). Conditions: time 8 hour. Product: C(C)NC1=NC(=NC(=C1I)C)SC (N-ethyl-5-iodo-6-methyl-2-(methylthio)pyrimidin-4-amine). Yield: 67.0%. As a reaction SMILES: [CH2:1]([NH:3][C:4]1[CH:9]=[C:8]([CH3:10])[N:7]=[C:6]([S:11][CH3:12])[N:5]=1)[CH3:2].[I:13]Cl>CO>[CH2:1]([NH:3][C:4]1[C:9]([I:13])=[C:8]([CH3:10])[N:7]=[C:6]([S:11][CH3:12])[N:5]=1)[CH3:2]. Procedure details: To the solution of N-ethyl-6-methyl-2-(methylthio)pyrimidin-4-amine (20 g, 121.6 mmol) in methanol was added iodine monochloride (26.58 g, 163.7 mmol) in small portions at 0° C. Then the reaction mixture was stirred overnight. After evaporation of solvent, the residue was triturated with acetone. The product N-ethyl-5-iodo-6-methyl-2-(methylthio)pyrimidin-4-amine (25.2 g, 75% yield) was collected by filtration. 1H NMR (400 MHz, CDCl3): δ 5.37 (bs, 1H), 3.52 (q, J=7.2 Hz, 1H), 2.50 (s, 3H), 1.26 ...